Task: describe an organic reaction: reactants, conditions, products, and yield. Dataset: the Open Reaction Database (ORD), a public repository of structured organic reaction records Product: FC(C(=O)N)(F)F.ClC1=C2C(=CC=3C(CNCCC31)C3=CC=C(C=C3)S(N)(=O)=O)OCO2 (6-chloro-7,8-methylenedioxy-1-(p-sulfamylphenyl)-2,3,4,5-tetrahydro-1H-3-benzazepine trifluoroacetamide). Yield: 96.4%. Starting materials: FC(C(=O)N)(F)F.ClC1=C2C(=CC=3C(CNCCC31)C3=CC=C(C=C3)S(=O)(=O)O)OCO2 (6-chloro-7,8-methylenedioxy-1-(p-sulfophenyl)-2,3,4,5-tetrahydro-1H-3-benzazepine trifluoroacetamide), S(=O)(Cl)Cl (thionyl chloride). Run in CN(C=O)C (dimethylformamide). Procedure details: A mixture of 1.0 g (2.1 mmole) of the crude 6-chloro-7,8-methylenedioxy-1-(p-sulfophenyl)-2,3,4,5-tetrahydro-1H-3-benzazepine trifluoroacetamide, 20 ml of thionyl chloride and 0.04 ml of dimethylformamide was heated at 80° for 2 hours. The thionyl chloride was evaporated in vacuo. The residue which is 6-chloro-7,8-methylenedioxy-1-(p-chlorosulfonylphenyl)-2,3,4,5-tetrahydro-1H-3-benzazepine trifluoroacetamide was dissolved in tetrahydrofuran. The solution was added slowly to 40 ml of iced concen... RXN SMILES: [F:1][C:2]([F:7])([F:6])[C:3]([NH2:5])=[O:4].[Cl:8][C:9]1[C:19]2[CH2:18][CH2:17][NH:16][CH2:15][CH:14]([C:20]3[CH:25]=[CH:24][C:23]([S:26](O)(=[O:28])=[O:27])=[CH:22][CH:21]=3)[C:13]=2[CH:12]=[C:11]2[O:30][CH2:31][O:32][C:10]=12.S(Cl)(Cl)=O>CN(C)C=O>[F:1][C:2]([F:7])([F:6])[C:3]([NH2:5])=[O:4].[Cl:8][C:9]1[C:19]2[CH2:18][CH2:17][NH:16][CH2:15][CH:14]([C:20]3[CH:25]=[CH:24][C:23]([S:26](=[O:28])(=[O:27])[NH2:5])=[CH:22][CH:21]=3)[C:13]=2[CH:12]=[C:11]2[O:30][CH2:31][O:32][C:10]=12 |f:0.1,4.5|.